From a dataset of the Open Reaction Database (ORD), a public repository of structured organic reaction records. describe an organic reaction: reactants, conditions, products, and yield The reactants are N1(CCCCC1)C1=C(C=CC=C1)C(CCC)C(C1=CC=C(C=CC(=O)OCC)C=C1)C(=O)N (ethyl 4-[(1-(2-piperidino-phenyl)-1-butyl)-aminocarbonylmethyl]-cinnamate), [H][H] (hydrogen). The reagents and catalysts are [Pd] (palladium/charcoal). Run in C(C)O (ethanol). Product: N1(CCCCC1)C1=C(C=CC=C1)C(CCC)C(C1=CC=C(C=C1)CCC(=O)OCC)C(=O)N (Ethyl 3-{4-[(1-(2-piperidino-phenyl)-1-butyl)-aminocarbonylmethyl]-phenyl}-propionate). RXN SMILES: [N:1]1([C:7]2[CH:12]=[CH:11][CH:10]=[CH:9][C:8]=2[CH:13]([CH:17]([C:31]([NH2:33])=[O:32])[C:18]2[CH:30]=[CH:29][C:21]([CH:22]=[CH:23][C:24]([O:26][CH2:27][CH3:28])=[O:25])=[CH:20][CH:19]=2)[CH2:14][CH2:15][CH3:16])[CH2:6][CH2:5][CH2:4][CH2:3][CH2:2]1.[H][H]>C(O)C.[Pd]>[N:1]1([C:7]2[CH:12]=[CH:11][CH:10]=[CH:9][C:8]=2[CH:13]([CH:17]([C:31]([NH2:33])=[O:32])[C:18]2[CH:19]=[CH:20][C:21]([CH2:22][CH2:23][C:24]([O:26][CH2:27][CH3:28])=[O:25])=[CH:29][CH:30]=2)[CH2:14][CH2:15][CH3:16])[CH2:2][CH2:3][CH2:4][CH2:5][CH2:6]1. Procedure: An amount of 0.60 gm (1.34 m mol) of ethyl 4-[(1-(2-piperidino-phenyl)-1-butyl)-aminocarbonylmethyl]-cinnamate was hydrogenated in 10 ml of ethanol on 0.20 gm of 10% palladium/charcoal at ambient temperature under 5 bar of hydrogen. The mixture was filtered and concentrated by evaporation in vacuo. Starting materials: CN(C)CCCBr, CC(C)=O, Cl, [K+], [K+], O=C([O-])[O-], CCCOc1c(O)cc(C2CCC(c3cc(OC)c(OC)c(OC)c3)O2)cc1S(=O)(=O)CC(C)=O. Yields the product C=CC(=O)c1cc(OC)c(OC)c(OC)c1. Reaction SMILES: [Br:37][CH2:38][CH2:39][CH2:40][N:41]([CH3:42])[CH3:43].[CH3:50][C:51](=[O:52])[CH3:53].[ClH:36].[K+:44].[K+:45].[O-:46][C:47]([O-:48])=[O:49].[O:1]=[C:2]([CH3:3])[CH2:4][S:5]([c:6]1[cH:7][c:8]([CH:9]2[O:19][CH:20]([c:23]3[cH:24][c:25]([O:33][CH3:34])[c:26]([O:31][CH3:32])[c:27]([O:29][CH3:30])[cH:28]3)[CH2:21][CH2:22]2)[cH:10][c:11]([OH:12])[c:13]1[O:14][CH2:15][CH2:16][CH3:17])(=[O:18])=[O:35]>>[O:19]=[C:20]([CH:21]=[CH2:22])[c:23]1[cH:24][c:25]([O:33][CH3:34])[c:26]([O:31][CH3:32])[c:27]([O:29][CH3:30])[cH:28]1.